Dataset: the Open Reaction Database (ORD), a public repository of structured organic reaction records. Task: describe an organic reaction: reactants, conditions, products, and yield Reactants: COC1=C(OC)C(=O)C(Cc2ccc(OC(C)=O)c(C(=O)Nc3ccc(OC)c(OC)c3)c2)=C(C)C1=O, CO, [Na+], O, O=C([O-])O. Yields the product COC1=C(OC)C(=O)C(Cc2ccc(O)c(C(=O)Nc3ccc(OC)c(OC)c3)c2)=C(C)C1=O. Reaction SMILES: [CH3:1][O:2][C:3]1=[C:8]([O:9][CH3:10])[C:7](=[O:11])[C:6]([CH2:12][c:13]2[cH:14][cH:15][c:16]([O:32][C:33](=[O:34])[CH3:35])[c:17]([C:18](=[O:19])[NH:20][c:21]3[cH:22][c:23]([O:29][CH3:30])[c:24]([O:27][CH3:28])[cH:25][cH:26]3)[cH:31]2)=[C:5]([CH3:36])[C:4]1=[O:37].[CH3:43][OH:44].[Na+:38].[OH2:45].[OH:39][C:40](=[O:41])[O-:42]>>[CH3:1][O:2][C:3]1=[C:8]([O:9][CH3:10])[C:7](=[O:11])[C:6]([CH2:12][c:13]2[cH:14][cH:15][c:16]([OH:32])[c:17]([C:18](=[O:19])[NH:20][c:21]3[cH:22][c:23]([O:29][CH3:30])[c:24]([O:27][CH3:28])[cH:25][cH:26]3)[cH:31]2)=[C:5]([CH3:36])[C:4]1=[O:37]. The reactants are Cc1ccccc1, CC(=O)OC(C)=O, Nc1nc(Oc2ccccc2)nc2nc(-c3ccco3)nn12. Product: CC(=O)Nc1nc(Oc2ccccc2)nc2nc(-c3ccco3)nn12. RXN SMILES: [CH3:23][c:24]1[cH:25][cH:26][cH:27][cH:28][cH:29]1.[CH3:30][C:31](=[O:32])[O:33][C:34](=[O:35])[CH3:36].[NH2:1][c:2]1[n:3][c:4]([O:16][c:17]2[cH:18][cH:19][cH:20][cH:21][cH:22]2)[n:5][c:6]2[n:7]1[n:8][c:9](-[c:11]1[o:12][cH:13][cH:14][cH:15]1)[n:10]2>>[NH:1]([c:2]1[n:3][c:4]([O:16][c:17]2[cH:18][cH:19][cH:20][cH:21][cH:22]2)[n:5][c:6]2[n:7]1[n:8][c:9](-[c:11]1[o:12][cH:13][cH:14][cH:15]1)[n:10]2)[C:31]([CH3:30])=[O:32].